From a dataset of the Open Reaction Database (ORD), a public repository of structured organic reaction records. describe an organic reaction: reactants, conditions, products, and yield Procedure details: A solution of 4.24 g (12.8 mmol) of 1-methyl-3-(pentafluoroethyl)-4-(trifluoromethyl)-1H-pyrazole-5-carbonyl chloride in 25 ml of dichloromethane p.a. is added to a suspension of 2.38 g (12.8 mmol) of methyl 5-amino-2-chlorobenzoate and 2.57 g (19.2 mmol) of silver(I) cyanide in 50 ml of dichlormethane p.a., and the mixture is stirred at room temperature for 16 h. The suspension is then filtered through silica gel and the product is eluted using a mixture of cyclohexane and ethyl acetate (1:1). ... Product: ClC1=C(C(=O)OC)C=C(C=C1)NC(=O)C1=C(C(=NN1C)C(C(F)(F)F)(F)F)C(F)(F)F (Methyl 2-chloro-5-({[1-methyl-3-(pentafluoroethyl)-4-(trifluoromethyl)-1H-pyrazol-5-yl]carbonyl}amino)benzoate). Reagents/catalysts: [Ag]C#N (silver(I) cyanide). Starting materials: NC=1C=CC(=C(C(=O)OC)C1)Cl (methyl 5-amino-2-chlorobenzoate), CN1N=C(C(=C1C(=O)Cl)C(F)(F)F)C(C(F)(F)F)(F)F (1-methyl-3-(pentafluoroethyl)-4-(trifluoromethyl)-1H-pyrazole-5-carbonyl chloride). Reaction conditions: time 16 hour. Reaction SMILES: [CH3:1][N:2]1[C:6]([C:7](Cl)=[O:8])=[C:5]([C:10]([F:13])([F:12])[F:11])[C:4]([C:14]([F:20])([F:19])[C:15]([F:18])([F:17])[F:16])=[N:3]1.[NH2:21][C:22]1[CH:23]=[CH:24][C:25]([Cl:32])=[C:26]([CH:31]=1)[C:27]([O:29][CH3:30])=[O:28]>ClCCl.[Ag]C#N>[Cl:32][C:25]1[CH:24]=[CH:23][C:22]([NH:21][C:7]([C:6]2[N:2]([CH3:1])[N:3]=[C:4]([C:14]([F:19])([F:20])[C:15]([F:17])([F:18])[F:16])[C:5]=2[C:10]([F:12])([F:13])[F:11])=[O:8])=[CH:31][C:26]=1[C:27]([O:29][CH3:30])=[O:28]. Solvent: ClCCl (dichlormethane), ClCCl (dichloromethane).